Dataset: the Open Reaction Database (ORD), a public repository of structured organic reaction records. Task: describe an organic reaction: reactants, conditions, products, and yield Reactants: 1c, COC(COC1=CC(=C(C=C1)F)N)=O ((3-amino-4-fluorophenoxy)acetic acid methyl ester), C(C)OC(C(C(C(C)C)=O)CC1=CC=C(C=C1)N1N=CC=C1)=O (4-methyl-3-oxo-2-(4-pyrazol-1-ylbenzyl)pentanoic acid ethyl ester). Product: COC(COC1=C2C(C(=C(NC2=C(C=C1)F)C(C)C)CC1=CC=C(C=C1)N1N=CC=C1)=O)=O ([8-fluoro-2-isopropyl-4-oxo-3-(4-pyrazol-1-ylbenzyl)-1,4-dihydroquinolin-5-yloxy]acetic acid methyl ester). As a reaction SMILES: [CH3:1][O:2][C:3](=[O:14])[CH2:4][O:5][C:6]1[CH:11]=[CH:10][C:9]([F:12])=[C:8]([NH2:13])[CH:7]=1.C([O:17][C:18](=O)[CH:19]([CH2:25][C:26]1[CH:31]=[CH:30][C:29]([N:32]2[CH:36]=[CH:35][CH:34]=[N:33]2)=[CH:28][CH:27]=1)[C:20](=O)[CH:21]([CH3:23])[CH3:22])C>>[CH3:1][O:2][C:3](=[O:14])[CH2:4][O:5][C:6]1[CH:11]=[CH:10][C:9]([F:12])=[C:8]2[C:7]=1[C:18](=[O:17])[C:19]([CH2:25][C:26]1[CH:31]=[CH:30][C:29]([N:32]3[CH:36]=[CH:35][CH:34]=[N:33]3)=[CH:28][CH:27]=1)=[C:20]([CH:21]([CH3:23])[CH3:22])[NH:13]2. Reported procedure: The title compound was prepared by the method of Preparation 1c using (3-amino-4-fluorophenoxy)acetic acid methyl ester and 4-methyl-3-oxo-2-(4-pyrazol-1-ylbenzyl)pentanoic acid ethyl ester.